Dataset: the Open Reaction Database (ORD), a public repository of structured organic reaction records. Task: describe an organic reaction: reactants, conditions, products, and yield Starting materials: O.O.[Sn](Cl)(Cl)(Cl)Cl (tin chloride dihydrate), CC1=CC(=NO1)C(=O)NCC1=CC(=CC=C1)[N+](=O)[O-] (N-(5-methylisoxaz-3-oyl)-3-nitrobenzylamine), Cl (hydrochloric acid). The solvent is C(C)(=O)OCC (ethyl acetate), O1CCCC1 (tetrahydrofuran). Run at time 18 hour. The product is CC1=CC(=NO1)C(=O)NCC1=CC(=CC=C1)N (N-(5-Methylisoxaz-3-oyl)-3-Aminobenzylamine). The yield is 86.5%. Reaction SMILES: [CH3:1][C:2]1[O:6][N:5]=[C:4]([C:7]([NH:9][CH2:10][C:11]2[CH:16]=[CH:15][CH:14]=[C:13]([N+:17]([O-])=O)[CH:12]=2)=[O:8])[CH:3]=1.O.O.[Sn](Cl)(Cl)(Cl)Cl.Cl>O1CCCC1.C(OCC)(=O)C>[CH3:1][C:2]1[O:6][N:5]=[C:4]([C:7]([NH:9][CH2:10][C:11]2[CH:16]=[CH:15][CH:14]=[C:13]([NH2:17])[CH:12]=2)=[O:8])[CH:3]=1 |f:1.2.3|. Procedure details: To a solution containing 260 mg (1.00 mmol) of N-(5-methylisoxaz-3-oyl)-3-nitrobenzylamine in 20 mL of tetrahydrofuran was added 674 mg (3.00 mmol) of tin chloride dihydrate, followed by 2 ml of concentrated hydrochloric acid. The reaction was stirred at room temperature for 18 hours and then diluted with 100 mL of ethyl acetate. The organic solution was washed with saturated aqueous sodium bicarbonate, dried over sodium sulfate, filtered, and concentrated to give 200 mg (86%) of the title compo... The reactants are C(C)OC(C1=CC=C(C=C1)NC1=C(C=C2C(CCN(C2=C1)C(C)C)(C)C)C)=O (4-(1-isopropyl-4,4,6-trimethyl-1,2,3,4-tetrahydroquinolin-7-ylamino)-benzoic acid ethyl ester), C(C)OC(C1=CC=C(C=C1)NC1=C(C=C2C(CCN(C2=C1)C(C)C)(C)C)C)=O (4-(1-isopropyl-4,4,6-trimethyl-1,2,3,4-tetrahydroquinolin-7-ylamino)-benzoic acid ethyl ester), C(CC)=O (propionaldehyde), C(#N)[BH3-].[Na+] (sodium cyanoborohydride), C(C)(=O)O (acetic acid). Run in C(C)#N (acetonitrile). Product: C(C)OC(C1=CC=C(C=C1)N(CCC)C1=C(C=C2C(CCN(C2=C1)C(C)C)(C)C)C)=O (4-[(1-Isopropyl-4,4,6-trimethyl-1,2,3,4-tetrahydro-quinolin-7-yl)-propyl-amino]-benzoic acid ethyl ester). Isolated yield 17.9%. As a reaction SMILES: [CH2:1]([O:3][C:4](=[O:28])[C:5]1[CH:10]=[CH:9][C:8]([NH:11][C:12]2[CH:21]=[C:20]3[C:15]([C:16]([CH3:26])([CH3:25])[CH2:17][CH2:18][N:19]3[CH:22]([CH3:24])[CH3:23])=[CH:14][C:13]=2[CH3:27])=[CH:7][CH:6]=1)[CH3:2].[CH:29](=O)[CH2:30][CH3:31].C([BH3-])#N.[Na+].C(O)(=O)C>C(#N)C>[CH2:1]([O:3][C:4](=[O:28])[C:5]1[CH:6]=[CH:7][C:8]([N:11]([C:12]2[CH:21]=[C:20]3[C:15]([C:16]([CH3:25])([CH3:26])[CH2:17][CH2:18][N:19]3[CH:22]([CH3:23])[CH3:24])=[CH:14][C:13]=2[CH3:27])[CH2:29][CH2:30][CH3:31])=[CH:9][CH:10]=1)[CH3:2] |f:2.3|. Procedure: A solution of 4-(1-isopropyl-4,4,6-trimethyl-1,2,3,4-tetrahydroquinolin-7-ylamino)-benzoic acid ethyl ester (Compound 46, 60.3 mg, 0.1585 mmol), propionaldehyde (36.4 mg, 0.792 mmol), sodium cyanoborohydride (49.77 mg, 0.792 mmol), acetic acid (0.125 mL), and acetonitrile (1 mL) was stirred at room temperature overnight. The solvent was removed and the residue was purified by silica gel chromatography (10% ethyl acetate in hexane, Rf=0.44) to give the title compound (12.0 mg, 18%) as a solid: Yields the product ClC1=C(C(=O)NC2=CC=C(C=C2)CO)C(=CN=C1)Cl (3,5-dichloro-N-(4-hydroxymethyl-phenyl)-isonicotinamide). The solvent is S(=O)(Cl)Cl (thionyl chloride). Starting materials: NC1=CC=C(CO)C=C1 (4-aminobenzyl alcohol), C1CCOC1 (THF), ClC1=C(C(=O)O)C(=CN=C1)Cl (3,5-dichloroisonicotinic acid). As a reaction SMILES: [Cl:1][C:2]1[CH:10]=[N:9][CH:8]=[C:7]([Cl:11])[C:3]=1[C:4]([OH:6])=O.[NH2:12][C:13]1[CH:20]=[CH:19][C:16]([CH2:17][OH:18])=[CH:15][CH:14]=1.C1COCC1>S(Cl)(Cl)=O>[Cl:11][C:7]1[CH:8]=[N:9][CH:10]=[C:2]([Cl:1])[C:3]=1[C:4]([NH:12][C:13]1[CH:20]=[CH:19][C:16]([CH2:17][OH:18])=[CH:15][CH:14]=1)=[O:6]. Reported procedure: A suspension of 3,5-dichloroisonicotinic acid (128 mg, 0.667 mmol) in thionyl chloride (2 mL) was heated at reflux for 2 h, then concentrated. To the residue was added 4-aminobenzyl alcohol (123 mg, 0.999 mmol) and THF (2.2 mL), and the mixture was stirred at room temperature for 19 h. The mixture was filtered, and the filtrate was concentrated to give a yellow foam (125 mg, 63%). 1H NMR (CD3OD) δ 4.60 (s, 2H), 7.38 (d, 2H, J=8.7 Hz), 7.63 (d, 2H, J=8.4 Hz), 8.66 (s, 2H). Yield: 63.1%. Run at time 19 hour. Reactants: C(C1=CC=CC=C1)=O (Benzaldehyde), NC[C@H](C1=CC=CC=C1)NC(=O)C=1C=C2C=CC(=NC2=CC1)NC(=O)C=1C(=CC=CC1)C1=CC=C(C=C1)C(F)(F)F ((S)-2-[(4′-Trifluoromethyl-biphenyl-2-carbonyl)-amino]-quinoline-6-carboxylic acid (2-amino-1-phenyl-ethyl)-amide), C(C)(=O)O[BH-](OC(C)=O)OC(C)=O.[Na+] (sodium triacetoxy borohydride). Solvent: ClCCCl (1,2-dichloroethane). Reaction conditions: time 16 hour. The product is C(C1=CC=CC=C1)NC[C@H](C1=CC=CC=C1)NC(=O)C=1C=C2C=CC(=NC2=CC1)NC(=O)C=1C(=CC=CC1)C1=CC=C(C=C1)C(F)(F)F ((S)-2-[(4′-Trifluoromethyl-biphenyl-2-carbonyl)-amino]-quinoline-6-carboxylic acid (2-benzylamino-1-phenyl-ethyl)-amide). Reaction SMILES: [NH2:1][CH2:2][C@@H:3]([NH:10][C:11]([C:13]1[CH:14]=[C:15]2[C:20](=[CH:21][CH:22]=1)[N:19]=[C:18]([NH:23][C:24]([C:26]1[C:27]([C:32]3[CH:37]=[CH:36][C:35]([C:38]([F:41])([F:40])[F:39])=[CH:34][CH:33]=3)=[CH:28][CH:29]=[CH:30][CH:31]=1)=[O:25])[CH:17]=[CH:16]2)=[O:12])[C:4]1[CH:9]=[CH:8][CH:7]=[CH:6][CH:5]=1.[CH:42](=O)[C:43]1[CH:48]=[CH:47][CH:46]=[CH:45][CH:44]=1.C(O[BH-](OC(=O)C)OC(=O)C)(=O)C.[Na+]>ClCCCl>[CH2:42]([NH:1][CH2:2][C@@H:3]([NH:10][C:11]([C:13]1[CH:14]=[C:15]2[C:20](=[CH:21][CH:22]=1)[N:19]=[C:18]([NH:23][C:24]([C:26]1[C:27]([C:32]3[CH:33]=[CH:34][C:35]([C:38]([F:41])([F:39])[F:40])=[CH:36][CH:37]=3)=[CH:28][CH:29]=[CH:30][CH:31]=1)=[O:25])[CH:17]=[CH:16]2)=[O:12])[C:4]1[CH:9]=[CH:8][CH:7]=[CH:6][CH:5]=1)[C:43]1[CH:48]=[CH:47][CH:46]=[CH:45][CH:44]=1 |f:2.3|. Reported procedure: (S)-2-[(4′-Trifluoromethyl-biphenyl-2-carbonyl)-amino]-quinoline-6-carboxylic acid (2-amino-1-phenyl-ethyl)-amide (N, 30 mg, 0.05 mM) was dissolved in 1,2-dichloroethane. Benzaldehyde (0.15 mM) was added followed by sodium triacetoxy borohydride (110 mg, 0.51 mM). The mixture was stirred at room temperature for 16 h. The solution was concentrated, and the residue was purified by flash chromatography (silica gel) eluting with EtOAc/hexanes. HPLC retention time, 2.75 min; ESMS, 645; calc. Mw, 644 Starting materials: C(CCC)C1(C(C2=C(C(=C(C=C2C1)C(C(=O)OCC)(CCCC(=O)OCC)C(=O)OCC)Cl)Cl)=O)C1CCCC1 (diethyl 2-(2-butyl-6,7-dichloro-2-cyclopentyl-2,3-dihyro-1-oxo-1H-inden-5-yl)-2-(ethoxycarbonyl)-1,6-hexanedioate), [OH-].[Na+] (sodium hydroxide), Cl (hydrochloric acid). Solvent: CO (methanol), O (water), O (water). The product is C(CCC)C1(C(C2=C(C(=C(C=C2C1)C(C(=O)O)CCCC(=O)O)Cl)Cl)=O)C1CCCC1 (2-(2-butyl-6,7-dichloro-2-cyclopentyl-2,3-dihydro-1-oxo-1H-inden-5-yl)-1,6-hexanedioic acid). Isolated yield 84.2%. Reaction SMILES: [CH2:1]([C:5]1([CH:36]2[CH2:40][CH2:39][CH2:38][CH2:37]2)[CH2:13][C:12]2[C:7](=[C:8]([Cl:34])[C:9]([Cl:33])=[C:10]([C:14](C(OCC)=O)([CH2:20][CH2:21][CH2:22][C:23]([O:25]CC)=[O:24])[C:15]([O:17]CC)=[O:16])[CH:11]=2)[C:6]1=[O:35])[CH2:2][CH2:3][CH3:4].[OH-].[Na+].Cl>CO.O>[CH2:1]([C:5]1([CH:36]2[CH2:37][CH2:38][CH2:39][CH2:40]2)[CH2:13][C:12]2[C:7](=[C:8]([Cl:34])[C:9]([Cl:33])=[C:10]([CH:14]([CH2:20][CH2:21][CH2:22][C:23]([OH:25])=[O:24])[C:15]([OH:17])=[O:16])[CH:11]=2)[C:6]1=[O:35])[CH2:2][CH2:3][CH3:4] |f:1.2|. Procedure: The diethyl 2-(2-butyl-6,7-dichloro-2-cyclopentyl-2,3-dihyro-1-oxo-1H-inden-5-yl)-2-(ethoxycarbonyl)-1,6-hexanedioate (6.5 g) was refluxed with sodium hydroxide (5 g) dissolved in methanol (100 ml) and water (20 ml) for 3 hours. The mixture was cooled, diluted with water, acidified with hydrochloric acid and extracted with diethyl ether. The organic extracts were washed with water, dried over MgSO4 and concentrated to obtain 2-(2-butyl-6,7-dichloro-2-cyclopentyl-2,3-dihydro-1-oxo-1H-inden-5-yl)-... Starting materials: [Br-], Br, O=C(O)Cc1ccc([N+](=O)[O-])cc1C(=O)O, [H][H], O=N[O-], [Na+], O. Yields the product O=C(O)Cc1ccc(Br)cc1C(=O)O. RXN SMILES: [Br-:23].[BrH:25].[C:1](=[O:2])([OH:3])[c:4]1[c:5]([CH2:13][C:14](=[O:15])[OH:16])[cH:6][cH:7][c:8]([N+:10]([O-:11])=[O:12])[cH:9]1.[H:17][H:18].[N:19]([O-:20])=[O:21].[Na+:22].[OH2:24]>>[C:1](=[O:2])([OH:3])[c:4]1[c:5]([CH2:13][C:14](=[O:15])[OH:16])[cH:6][cH:7][c:8]([Br:23])[cH:9]1. Starting materials: ClC1=C(C=C(C(=C1)N(C)C)F)C1=C(C(=NC=C1)N[C@H](C)C1CCC1)[N+](=O)[O-] ((R)-[4-(2-Chloro-4-dimethylamino-5-fluoro-phenyl)-3-nitro-pyridin-2-yl]-(1-cyclobutyl-ethyl)-amine), Cl[Sn]Cl.O (SnCl2.H2O). Product: ClC1=C(C=C(C(=C1)N(C)C)F)C1=C(C(=NC=C1)N[C@H](C)C1CCC1)N ((R)-4-(2-Chloro-4-dimethylamino-5-fluoro-phenyl)-N2-(1-cyclobutyl-ethyl)-pyridine-2,3-diamine). Yield: 99.9%. As a reaction SMILES: [Cl:1][C:2]1[CH:7]=[C:6]([N:8]([CH3:10])[CH3:9])[C:5]([F:11])=[CH:4][C:3]=1[C:12]1[CH:17]=[CH:16][N:15]=[C:14]([NH:18][C@@H:19]([CH:21]2[CH2:24][CH2:23][CH2:22]2)[CH3:20])[C:13]=1[N+:25]([O-])=O.Cl[Sn]Cl.O>>[Cl:1][C:2]1[CH:7]=[C:6]([N:8]([CH3:9])[CH3:10])[C:5]([F:11])=[CH:4][C:3]=1[C:12]1[CH:17]=[CH:16][N:15]=[C:14]([NH:18][C@@H:19]([CH:21]2[CH2:24][CH2:23][CH2:22]2)[CH3:20])[C:13]=1[NH2:25] |f:1.2|. Procedure: (R)-[4-(2-Chloro-4-dimethylamino-5-fluoro-phenyl)-3-nitro-pyridin-2-yl]-(1-cyclobutyl-ethyl)-amine (326 mg, 0.83 mmol) and SnCl2.H2O (472 mg, 2.5 mmol) were treated substantially as described in Part D of Example 74a to yield 301 mg of crude (R)-4-(2-Chloro-4-dimethylamino-5-fluoro-phenyl)-N2-(1-cyclobutyl-ethyl)-pyridine-2,3-diamine: MS (EI) m/z 363.24 [(M+H)+, 100]. The reactants are N(=O)[O-].[Na+] (NaNO2), [Na+].[I-] (NaI), NC=1C=CC(=NC1)N1C(C=CC=C1)=O (1-(5-aminopyridin-2-yl)pyridin-2(1H)-one). Run in O (H2O), O (H2O), Cl (HCl). Run at time 30 minute. Yields the product IC=1C=CC(=NC1)N1C(C=CC=C1)=O (1-(5-iodopyridin-2-yl)pyridin-2(1H)-one). The yield is 37.5%. Reaction SMILES: N[C:2]1[CH:3]=[CH:4][C:5]([N:8]2[CH:13]=[CH:12][CH:11]=[CH:10][C:9]2=[O:14])=[N:6][CH:7]=1.N([O-])=O.[Na+].[Na+].[I-:20]>Cl.O>[I:20][C:2]1[CH:3]=[CH:4][C:5]([N:8]2[CH:13]=[CH:12][CH:11]=[CH:10][C:9]2=[O:14])=[N:6][CH:7]=1 |f:1.2,3.4|. Procedure: To a solution of 1-(5-aminopyridin-2-yl)pyridin-2(1H)-one (316 mg, 1.69 mmol) in concentrated HCl (8 mL) cooled in an ice bath, a solution of NaNO2 (117 mg, 1.69 mmol) in H2O (3 mL) was added dropwise. After 30 min of stirring, NaI (1.03 g, 6.87 mmol) in H2O (4 mL) was added. The mixture was stirred at 0° C. for 1 h. It was then allowed to warm up to room temperature and stirred at room temperature overnight. The mixture was extracted with EtOAc. The EtOAc solution was washed with 5% NaHCO3, the... Starting materials: ClC=1C=C(C(=O)OO)C=CC1 (3-chloro-peroxy-benzoic acid), C(CC=C)N1C(C2=CC=CC=C2C1=O)=O (2-(but-3-enyl)-isoindolin-1,3-dione), C(=O)(O)[O-].[Na+] (NaHCO3). Solvent: ClCCl (dichloromethane), ClCCl (dichloromethane). Reaction conditions: temperature 0 celsius. Yields the product O1C(CCN2C(C3=CC=CC=C3C2=O)=O)C1 (2-(3,4-epoxybutyl)-isoindolin-1,3-dione). RXN SMILES: [CH2:1]([N:5]1[C:13](=[O:14])[C:12]2[C:7](=[CH:8][CH:9]=[CH:10][CH:11]=2)[C:6]1=[O:15])[CH2:2][CH:3]=[CH2:4].ClC1C=C(C=CC=1)C(OO)=[O:21].C([O-])(O)=O.[Na+]>ClCCl>[O:21]1[CH2:4][CH:3]1[CH2:2][CH2:1][N:5]1[C:13](=[O:14])[C:12]2[C:7](=[CH:8][CH:9]=[CH:10][CH:11]=2)[C:6]1=[O:15] |f:2.3|. Procedure details: 70 g (350 mmol) 2-(but-3-enyl)-isoindolin-1,3-dione are dissolved in dichloromethane. The solution is cooled to ca. 0° C. and a suspension of 120.8 g (350 mmol) 50% 3-chloro-peroxy-benzoic acid in dichloromethane is added under cooling. The mixture is left standing without further cooling at room temperature for two days. After addition of 250 ml saturated NaHCO3 solution the organic phase is separated and washed three times each with 200 ml saturated NaHCO3 solution and once with water. The org... Reactants: O (water), FC=1C=C(C=CC1F)O (3,4-difluorophenol), C([O-])([O-])=O.[Cs+].[Cs+] (cesium carbonate), COCCBr (2-methoxyethyl bromide). The solvent is CN(C=O)C (N,N-dimethylformamide). Conditions: time 8 hour. Product: FC=1C=C(C=CC1F)OCCOC (3,4-difluoro-1-(2-methoxyethoxy)-benzene). The yield is 86.1%. RXN SMILES: [F:1][C:2]1[CH:3]=[C:4]([OH:9])[CH:5]=[CH:6][C:7]=1[F:8].C(=O)([O-])[O-].[Cs+].[Cs+].[CH3:16][O:17][CH2:18][CH2:19]Br.O>CN(C)C=O>[F:1][C:2]1[CH:3]=[C:4]([O:9][CH2:19][CH2:18][O:17][CH3:16])[CH:5]=[CH:6][C:7]=1[F:8] |f:1.2.3|. Procedure details: To a suspension of 3,4-difluorophenol (2 g) and cesium carbonate (7.51 g) in N,N-dimethylformamide (15 mL) was added 2-methoxyethyl bromide (2.14 g), and the mixture was stirred at room temperature overnight. The reaction mixture was poured into water, and the resulting mixture was extracted with diethyl ether. The extract was washed with water twice and brine, and dried over anhydrous magnesium sulfate. The solvent was removed under reduced pressure, and the residue was purified by column chrom...